From a dataset of the Open Reaction Database (ORD), a public repository of structured organic reaction records. describe an organic reaction: reactants, conditions, products, and yield Starting materials: C1(CCCCC1)C=1C=2C=CC(=CC2N2C[C@H](COC3=C(C21)C=CC=C3OC)CCNC)C(=O)OC (methyl (7R)-14-cyclohexyl-4-methoxy-7-[2-(methylamino)ethyl]-7,8-dihydro-6H-indolo[1,2-e][1,5]benzoxazocine-11-carboxylate), C(C)(C)(C)OC(=O)N(CCC(=O)O)C (N-(tert-butoxycarbonyl)-N-methyl-β-alanine). Product: C(C)(C)(C)OC(=O)N(CCC(=O)N(CC[C@H]1COC2=C(C=3N(C1)C=1C=C(C=CC1C3C3CCCCC3)C(=O)OC)C=CC=C2OC)C)C (methyl (7R)-7-{2-[[N-(tert-butoxycarbonyl)-N-methyl-β-alanyl](methyl)amino]ethyl}-14-cyclohexyl-4-methoxy-7,8-dihydro-6H-indolo[1,2-e][1,5]benzoxazocine-11-carboxylate). As a reaction SMILES: [CH:1]1([C:7]2[C:8]3[CH:9]=[CH:10][C:11]([C:32]([O:34][CH3:35])=[O:33])=[CH:12][C:13]=3[N:14]3[C:21]=2[C:20]2[CH:22]=[CH:23][CH:24]=[C:25]([O:26][CH3:27])[C:19]=2[O:18][CH2:17][C@H:16]([CH2:28][CH2:29][NH:30][CH3:31])[CH2:15]3)[CH2:6][CH2:5][CH2:4][CH2:3][CH2:2]1.[C:36]([O:40][C:41]([N:43]([CH3:49])[CH2:44][CH2:45][C:46]([OH:48])=O)=[O:42])([CH3:39])([CH3:38])[CH3:37]>>[C:36]([O:40][C:41]([N:43]([CH3:49])[CH2:44][CH2:45][C:46]([N:30]([CH3:31])[CH2:29][CH2:28][C@@H:16]1[CH2:15][N:14]2[C:13]3[CH:12]=[C:11]([C:32]([O:34][CH3:35])=[O:33])[CH:10]=[CH:9][C:8]=3[C:7]([CH:1]3[CH2:2][CH2:3][CH2:4][CH2:5][CH2:6]3)=[C:21]2[C:20]2[CH:22]=[CH:23][CH:24]=[C:25]([O:26][CH3:27])[C:19]=2[O:18][CH2:17]1)=[O:48])=[O:42])([CH3:37])([CH3:38])[CH3:39]. Procedure: The title compound was prepared in analogy to Example 13, Step 6 from methyl (7R)-14-cyclohexyl-4-methoxy-7-[2-(methylamino)ethyl]-7,8-dihydro-6H-indolo[1,2-e][1,5]benzoxazocine-11-carboxylate and N-(tert-butoxycarbonyl)-N-methyl-β-alanine The reactants are COc1ccnc(CCc2nc3cc(-c4ccc(N)cc4)cnc3[nH]2)c1, O=S(=O)(Cl)Cl, c1ccncc1, c1ccccc1. Yields the product COc1ccnc(CCc2nc3cc(-c4ccc(NS(=O)(=O)c5ccccc5)cc4)cnc3[nH]2)c1. As a reaction SMILES: [CH3:12][O:13][c:14]1[cH:15][c:16]([CH2:20][CH2:21][c:22]2[n:23][c:24]3[c:25]([n:26][cH:27][c:28](-[c:30]4[cH:31][cH:32][c:33]([NH2:36])[cH:34][cH:35]4)[cH:29]3)[nH:37]2)[n:17][cH:18][cH:19]1.[S:1](=[O:2])(=[O:3])([Cl:4])[Cl:5].[cH:38]1[cH:39][cH:40][n:41][cH:42][cH:43]1.[cH:6]1[cH:7][cH:8][cH:9][cH:10][cH:11]1>>[S:1](=[O:2])(=[O:3])([c:6]1[cH:7][cH:8][cH:9][cH:10][cH:11]1)[NH:36][c:33]1[cH:32][cH:31][c:30](-[c:28]2[cH:27][n:26][c:25]3[c:24]([n:23][c:22]([CH2:21][CH2:20][c:16]4[cH:15][c:14]([O:13][CH3:12])[cH:19][cH:18][n:17]4)[nH:37]3)[cH:29]2)[cH:35][cH:34]1. Starting materials: CCO, Cc1ccc(C=C(CC(=O)O)C(=O)O)cc1. Product: Cc1ccc(CC(CC(=O)O)C(=O)O)cc1. As a reaction SMILES: [CH3:17][CH2:18][OH:19].[CH3:1][c:2]1[cH:3][cH:4][c:5]([CH:6]=[C:7]([C:8](=[O:9])[OH:10])[CH2:11][C:12](=[O:13])[OH:14])[cH:15][cH:16]1>>[CH3:1][c:2]1[cH:3][cH:4][c:5]([CH2:6][CH:7]([C:8](=[O:9])[OH:10])[CH2:11][C:12](=[O:13])[OH:14])[cH:15][cH:16]1. Starting materials: C(C)(C)(C)OC(=O)N[C@@H](CC(N)=O)C(=O)O (N-(tert-butoxycarbonyl)-L-asparagine), C=1C=CC2=C(C1)N=NN2O (HOBT), Cl.Cl.N[C@H]([C@@H](CN1[C@@H](CCC1)C(F)(F)F)O)CC1=CC=CC=C1 (1-[(2R, 3S)-3-Amino-2-hydroxy-4-phenyl-butyl]-(2S)-2(trifluoromethyl)-pyrrolidine dihydrochloride), CN1CCOCC1 (N-methylmorpholine). Solvent: CN(C)C=O (DMF), CN(C)C=O (DMF). Conditions: time 3 hour. Yields the product C(C)(C)(C)OC(=O)N[C@@H](CC(N)=O)C(=O)N[C@H]([C@@H](CN1[C@@H](CCC1)C(F)(F)F)O)CC1=CC=CC=C1 (1-[(2R, 3S)-3-[(N-tert-Butoxycarbonyl-L-asparaginyl) amino]-2-hydroxy-4-phenylbutyl]-(2S)-2(trifluoromethyl)-pyrrolidine). Reaction SMILES: [C:1]([O:5][C:6]([NH:8][C@H:9]([C:14]([OH:16])=O)[CH2:10][C:11](=[O:13])[NH2:12])=[O:7])([CH3:4])([CH3:3])[CH3:2].C1C=CC2N(O)N=NC=2C=1.Cl.Cl.[NH2:29][C@@H:30]([CH2:43][C:44]1[CH:49]=[CH:48][CH:47]=[CH:46][CH:45]=1)[C@H:31]([OH:42])[CH2:32][N:33]1[CH2:37][CH2:36][CH2:35][C@H:34]1[C:38]([F:41])([F:40])[F:39].CN1CCOCC1>CN(C=O)C>[C:1]([O:5][C:6]([NH:8][C@H:9]([C:14]([NH:29][C@@H:30]([CH2:43][C:44]1[CH:45]=[CH:46][CH:47]=[CH:48][CH:49]=1)[C@H:31]([OH:42])[CH2:32][N:33]1[CH2:37][CH2:36][CH2:35][C@H:34]1[C:38]([F:41])([F:39])[F:40])=[O:16])[CH2:10][C:11](=[O:13])[NH2:12])=[O:7])([CH3:2])([CH3:3])[CH3:4] |f:2.3.4|. Reported procedure: A stirred solution of 731 mg (3.12 mmol) of N-(tert-butoxycarbonyl)-L-asparagine in 6 ml of anhydrous DMF was treated at 0° C. with 530 mg (3.44 mmol) of HOBT and 1.39 g (3.28 mmol) of CMTC. A solution of 1,114 mg (2.84 mmol) of the compound from Example 3 and 1.6 ml (14.20 retool) of N-methylmorpholine in 8 ml of DMF was then added. The cooling bath was removed and the mixture was stirred at room temperature for 3 h. It was then concentrated in vacuo and the residue was partitioned between 40 m... The reactants are C[C@H](COC(=O)C1=CC=C(C(=O)O)C=C1)CC (4-[(S)-2-methylbutoxycarbonyl]benzoic acid), S(=O)(Cl)Cl (thionyl chloride). Yields the product C[C@H](COC(=O)C1=CC=C(C(=O)Cl)C=C1)CC (4-[(S)-2-methylbutoxycarbonyl]benzoyl chloride). RXN SMILES: [CH3:1][C@@H:2]([CH2:16][CH3:17])[CH2:3][O:4][C:5]([C:7]1[CH:15]=[CH:14][C:10]([C:11](O)=[O:12])=[CH:9][CH:8]=1)=[O:6].S(Cl)([Cl:20])=O>>[CH3:1][C@@H:2]([CH2:16][CH3:17])[CH2:3][O:4][C:5]([C:7]1[CH:15]=[CH:14][C:10]([C:11]([Cl:20])=[O:12])=[CH:9][CH:8]=1)=[O:6]. Reported procedure: The resulting carboxylic acid was treated with thionyl chloride to obtain 4-[(S)-2-methylbutoxycarbonyl]benzoyl chloride. Reactants: C(C)(=O)N1C(NCC1)=O (1-acetyl-2-imidazolidinone), NC1=C2CCCC2=CC=C1 (4-amino-indan). Run in O=P(Cl)(Cl)Cl (POCl3). Reaction conditions: time 40 hour. The product is C(C)(=O)N1C(=NCC1)NC1=C2CCCC2=CC=C1 (1-acetyl-(4-indanylamino)-2-imidazoline). The yield is 34.6%. RXN SMILES: [C:1]([N:4]1[CH2:8][CH2:7][NH:6][C:5]1=O)(=[O:3])[CH3:2].[NH2:10][C:11]1[CH:19]=[CH:18][CH:17]=[C:16]2[C:12]=1[CH2:13][CH2:14][CH2:15]2>O=P(Cl)(Cl)Cl>[C:1]([N:4]1[CH2:8][CH2:7][N:6]=[C:5]1[NH:10][C:11]1[CH:19]=[CH:18][CH:17]=[C:16]2[C:12]=1[CH2:13][CH2:14][CH2:15]2)(=[O:3])[CH3:2]. Procedure: 140.9 g (1.1 moles) of 1-acetyl-2-imidazolidinone (melting point 186°-187° C.) are introduced into 1,320 ml of POCl3 and 133.2 g (1 mole) of 4-amino-indan are added dropwise, with vigorous stirring, under conditions such that the internal temperature does not rise above 50° C. After completion of the addition, stirring is continued for 40 hours at 50° C. The excess POCl3 is then distilled off as completely as possible under reduced pressure on a rotary evaporator and the distillation residue is ...